From a dataset of the Open Reaction Database (ORD), a public repository of structured organic reaction records. describe an organic reaction: reactants, conditions, products, and yield Starting materials: COc1cc(CO)ccc1Cl, O=[Mn]=O, c1ccccc1. Product: COc1cc(C=O)ccc1Cl. Reaction SMILES: [Cl:1][c:2]1[c:3]([O:10][CH3:11])[cH:4][c:5]([CH2:8][OH:9])[cH:6][cH:7]1.[O:18]=[Mn:19]=[O:20].[cH:12]1[cH:13][cH:14][cH:15][cH:16][cH:17]1>>[Cl:1][c:2]1[c:3]([O:10][CH3:11])[cH:4][c:5]([CH:8]=[O:9])[cH:6][cH:7]1.